This data is from the Open Reaction Database (ORD), a public repository of structured organic reaction records. The task is: describe an organic reaction: reactants, conditions, products, and yield Reactants: [OH-].[Na+] (sodium hydroxide), [OH-].[Na+] (NaOH), ClC1=CC(=C(C(=O)NC2=CC=C(C(=O)OC)C=C2)C=C1Cl)F (methyl 4-[(4,5-dichloro-2-fluoro-benzoyl)amino]benzoate), ClC1=CC(=C(C=C1)O)OC (4-chloro-2-methoxyphenol), C([O-])([O-])=O.[K+].[K+] (potassium carbonate). Run in CO (Methanol), CO (MeOH), CN1C(CCC1)=O (N-methylpyrrolidinone). Conditions: temperature 80 celsius, time 2 hour. Yields the product ClC1=CC(=C(C(=O)NC2=CC=C(C(=O)O)C=C2)C=C1Cl)OC1=C(C=C(C=C1)Cl)OC (4-(4,5-dichloro-2-(4-chloro-2-methoxyphenoxy)benzamido)benzoic Acid). Yield: 25.2%. As a reaction SMILES: [Cl:1][C:2]1[C:20]([Cl:21])=[CH:19][C:5]([C:6]([NH:8][C:9]2[CH:18]=[CH:17][C:12]([C:13]([O:15]C)=[O:14])=[CH:11][CH:10]=2)=[O:7])=[C:4](F)[CH:3]=1.[Cl:23][C:24]1[CH:29]=[CH:28][C:27]([OH:30])=[C:26]([O:31][CH3:32])[CH:25]=1.C(=O)([O-])[O-].[K+].[K+].[OH-].[Na+]>CO.CN1CCCC1=O>[Cl:1][C:2]1[C:20]([Cl:21])=[CH:19][C:5]([C:6]([NH:8][C:9]2[CH:18]=[CH:17][C:12]([C:13]([OH:15])=[O:14])=[CH:11][CH:10]=2)=[O:7])=[C:4]([O:30][C:27]2[CH:28]=[CH:29][C:24]([Cl:23])=[CH:25][C:26]=2[O:31][CH3:32])[CH:3]=1 |f:2.3.4,5.6|. Procedure details: A mixture of methyl 4-[(4,5-dichloro-2-fluoro-benzoyl)amino]benzoate (34.21 mg, 0.1 mmol), 4-chloro-2-methoxyphenol (12.16 μl, 0.1 mmol), potassium carbonate 13.82 mg, 0.1 mmol) and N-methylpyrrolidinone (1 mL) were heated at 80° C. for 2.5 hours. Methanol (100 μL) and sodium hydroxide (3M, 100 μL, 0.3 mmol) were added and the reaction was stirred at 50° C. for 2 hours. An additional 100 μL of MeOH and 100 μL of 3M NaOH were added and the reactions were heated for another hour. The reaction mixt... Starting materials: Nc1ccc(Br)cc1F, C1CCOC1, [Li]CCCC, O=C(O)c1nc2ccnn2c(F)c1Cl. Product: O=C(O)c1nc2ccnn2c(F)c1Nc1ccc(Br)cc1F. As a reaction SMILES: [Br:6][c:7]1[cH:8][c:9]([F:14])[c:10]([NH2:13])[cH:11][cH:12]1.[CH2:29]1[O:30][CH2:31][CH2:32][CH2:33]1.[CH3:1][CH2:2][CH2:3][CH2:4][Li:5].[Cl:15][c:16]1[c:17]([C:26](=[O:27])[OH:28])[n:18][c:19]2[n:20]([c:21]1[F:22])[n:23][cH:24][cH:25]2>>[Br:6][c:7]1[cH:8][c:9]([F:14])[c:10]([NH:13][c:16]2[c:17]([C:26](=[O:27])[OH:28])[n:18][c:19]3[n:20]([c:21]2[F:22])[n:23][cH:24][cH:25]3)[cH:11][cH:12]1. Reactants: OCCNC1=NC=CC=C1N (2-(2-Hydroxyethylamino)-3-aminopyridine), C(C)(=O)OC(C)=O (acetic anhydride). The product is OCCN1C(=NC=2C1=NC=CC2)C (3-(2-Hydroxyethyl)-2-methylimidazo[4,5-b]pyridine). The yield is 59.0%. RXN SMILES: [OH:1][CH2:2][CH2:3][NH:4][C:5]1[C:10]([NH2:11])=[CH:9][CH:8]=[CH:7][N:6]=1.[C:12](OC(=O)C)(=O)[CH3:13]>>[OH:1][CH2:2][CH2:3][N:4]1[C:5]2=[N:6][CH:7]=[CH:8][CH:9]=[C:10]2[N:11]=[C:12]1[CH3:13]. Procedure: 2-(2-Hydroxyethylamino)-3-aminopyridine (3.4 g) was dissolved in acetic anhydride (140 ml) and stirred at reflux for 15 hours. The reaction mixture was cooled and the excess of reagent removed under reduced pressure. The dark brown oil was dissolved in ethanol (100 ml), 2N sodium hydroxide (50 ml) was added and the mixture was stirred for 15 minutes. The solution was acidified to pH5 using 2N hydrochloric acid and the solvents removed under reduced pressure. The residue was chromatographed over ... Reactants: FC=1C=2N(C=CC1C(C)(C)O)C=CN2 (2-(8-Fluoroimidazo[1,2-α]pyridin-7-yl)propan-2-ol), BrC=1C=CC(=C(C1)C1=C(C=NC=C1F)F)F (4-(5-bromo-2-fluorophenyl)-3,5-difluoropyridine). Product: FC=1C=NC=C(C1C=1C=C(C=CC1F)C1=CN=C2N1C=CC(=C2F)C(C)(C)O)F (2-{3-[3-(3,5-difluoropyridin-4-yl)-4-fluorophenyl]-8-fluoroimidazo[1,2-α]pyridin-7-yl}propan-2-ol). Isolated yield 40.0%. RXN SMILES: [F:1][C:2]1[C:3]2[N:4]([CH:12]=[CH:13][N:14]=2)[CH:5]=[CH:6][C:7]=1[C:8]([OH:11])([CH3:10])[CH3:9].Br[C:16]1[CH:17]=[CH:18][C:19]([F:30])=[C:20]([C:22]2[C:27]([F:28])=[CH:26][N:25]=[CH:24][C:23]=2[F:29])[CH:21]=1>>[F:28][C:27]1[CH:26]=[N:25][CH:24]=[C:23]([F:29])[C:22]=1[C:20]1[CH:21]=[C:16]([C:12]2[N:4]3[CH:5]=[CH:6][C:7]([C:8]([OH:11])([CH3:10])[CH3:9])=[C:2]([F:1])[C:3]3=[N:14][CH:13]=2)[CH:17]=[CH:18][C:19]=1[F:30]. Procedure: 2-(8-Fluoroimidazo[1,2-α]pyridin-7-yl)propan-2-ol was coupled to 4-(5-bromo-2-fluorophenyl)-3,5-difluoropyridine as described in Example 6 to give 2-{3-[3-(3,5-difluoropyridin-4-yl)-4-fluorophenyl]-8-fluoroimidazo[1,2-α]pyridin-7-yl}propan-2-ol as an off-white solid (80 mg, 40%): δH (360 MHz, d6-DMSO) 1.57 (6H, s), 7.22 (1H, t, J 7), 7.66 (1H, t, J 9), 7.83 (1H, s), 7.94 (2H, dd, J 6 and 2), 8.37 (1H, d, J 7), 8.75 (2H, s); m/z (ES+) 402 [MH+]. Product: CCCCCCCCCCCCCCCC(=O)OC1CCC2(C)C(CC=C3C2CCC2(C)C(C(C)CCCC(C)C)CC(=O)C32CC)C1. As a reaction SMILES: [C:1]([CH2:2][CH2:3][CH2:4][CH2:5][CH2:6][CH2:7][CH2:8][CH2:9][CH2:10][CH2:11][CH2:12][CH2:13][CH2:14][CH2:15][CH3:16])(=[O:17])[O:18][CH:19]1[CH2:20][CH:21]2[CH2:22][CH:23]=[C:24]3[C:25]4([CH2:47][CH3:48])[CH:26]([OH:46])[CH2:27][CH:28]([CH:29]([CH2:30][CH2:31][CH2:32][CH:33]([CH3:34])[CH3:35])[CH3:36])[C:37]4([CH3:45])[CH2:38][CH2:39][CH:40]3[C:41]2([CH3:44])[CH2:42][CH2:43]1.[O:49]=[Cr:50]([Cl:51])([O-:52])=[O:53].[nH+:54]1[cH:55][cH:56][cH:57][cH:58][cH:59]1>>[C:1]([CH2:2][CH2:3][CH2:4][CH2:5][CH2:6][CH2:7][CH2:8][CH2:9][CH2:10][CH2:11][CH2:12][CH2:13][CH2:14][CH2:15][CH3:16])(=[O:17])[O:18][CH:19]1[CH2:20][CH:21]2[CH2:22][CH:23]=[C:24]3[C:25]4([CH2:47][CH3:48])[C:26](=[O:46])[CH2:27][CH:28]([CH:29]([CH2:30][CH2:31][CH2:32][CH:33]([CH3:34])[CH3:35])[CH3:36])[C:37]4([CH3:45])[CH2:38][CH2:39][CH:40]3[C:41]2([CH3:44])[CH2:42][CH2:43]1. The reactants are CCCCCCCCCCCCCCCC(=O)OC1CCC2(C)C(CC=C3C2CCC2(C)C(C(C)CCCC(C)C)CC(O)C32CC)C1, O=[Cr](=O)([O-])Cl, c1cc[nH+]cc1.